Dataset: the Open Reaction Database (ORD), a public repository of structured organic reaction records. Task: describe an organic reaction: reactants, conditions, products, and yield Starting materials: CCOC(C)=O, [H-], [Na+], CN(C)C=O, O, O=S(=O)(Cl)c1ccccc1, O=Cc1cccc2[nH]ccc12. Product: O=Cc1cccc2c1ccn2S(=O)(=O)c1ccccc1. RXN SMILES: [CH3:30][CH2:31][O:32][C:33]([CH3:34])=[O:35].[H-:13].[Na+:12].[O:25]=[CH:26][N:27]([CH3:28])[CH3:29].[OH2:24].[c:14]1([S:20](=[O:21])(=[O:22])[Cl:23])[cH:15][cH:16][cH:17][cH:18][cH:19]1.[nH:1]1[cH:2][cH:3][c:4]2[c:5]([CH:10]=[O:11])[cH:6][cH:7][cH:8][c:9]12>>[n:1]1([S:20]([c:14]2[cH:15][cH:16][cH:17][cH:18][cH:19]2)(=[O:21])=[O:22])[cH:2][cH:3][c:4]2[c:5]([CH:10]=[O:11])[cH:6][cH:7][cH:8][c:9]12. Reactants: CNC=1C=NC=CC1C1=C(C=CC=C1)C (N-methyl-4-o-tolylpyridin-3-amine), N1(CCOCC1)C=1C=C(C(=O)O)C=C(C1)C(F)(F)F (3-morpholin-4-yl-5-trifluoromethyl-benzoic acid). Yields the product CN(C(C1=CC(=CC(=C1)C(F)(F)F)N1CCOCC1)=O)C=1C=NC=CC1C1=C(C=CC=C1)C (N-Methyl-3-morpholin-4-yl-N-(4-o-tolyl-pyridin-3-yl)-5-trifluoromethyl-benzamide). As a reaction SMILES: [CH3:1][NH:2][C:3]1[CH:4]=[N:5][CH:6]=[CH:7][C:8]=1[C:9]1[CH:14]=[CH:13][CH:12]=[CH:11][C:10]=1[CH3:15].[N:16]1([C:22]2[CH:23]=[C:24]([CH:28]=[C:29]([C:31]([F:34])([F:33])[F:32])[CH:30]=2)[C:25](O)=[O:26])[CH2:21][CH2:20][O:19][CH2:18][CH2:17]1>>[CH3:1][N:2]([C:3]1[CH:4]=[N:5][CH:6]=[CH:7][C:8]=1[C:9]1[CH:14]=[CH:13][CH:12]=[CH:11][C:10]=1[CH3:15])[C:25](=[O:26])[C:24]1[CH:28]=[C:29]([C:31]([F:32])([F:33])[F:34])[CH:30]=[C:22]([N:16]2[CH2:21][CH2:20][O:19][CH2:18][CH2:17]2)[CH:23]=1. Procedure: The title compound was prepared in analogy to example 90, from N-methyl-4-o-tolylpyridin-3-amine (example 1, intermediate a) and 3-morpholin-4-yl-5-trifluoromethyl-benzoic acid (CAS RN 250682-08-7) after a reaction time of 5 days. The compound was purified by silica gel chromatography using a MPLC system (CombiFlash Companion, Isco Inc.) eluting with a gradient of n-heptane:EtOAc (100:0 to 20:80). Colorless solid (12%). MS (ESI): m/z=456.188 [M+H]+. Reactants: CrO3 H2SO4 H2O, C(C)[C@@H]1[C@H](CCC(C1)(C)C)O ((+)-(1S,2S)-2-ethyl-4,4-dimethyl-1-cyclohexanol), CC(=O)C.OS(=O)(=O)O.O=[Cr](=O)=O (Jones' reagent), ice NaCl pentane. Run in CC(=O)C (acetone). Conditions: time 10 minute. The product is C(C)[C@@H]1C(CCC(C1)(C)C)=O ((+)-(2S)-2-ethyl-4,4-dimethyl-1-cyclohexanone). Isolated yield 93.5%. RXN SMILES: CC(C)=O.OS(O)(=O)=O.O=[Cr](=O)=O.[CH2:14]([C@H:16]1[CH2:21][C:20]([CH3:23])([CH3:22])[CH2:19][CH2:18][C@@H:17]1[OH:24])[CH3:15]>CC(C)=O>[CH2:14]([C@H:16]1[CH2:21][C:20]([CH3:23])([CH3:22])[CH2:19][CH2:18][C:17]1=[O:24])[CH3:15] |f:0.1.2|. Procedure details: 2.8 ml of Jones' reagent (2.5 M, 7.0 mmol), prepared according to Fieser, vol. 1, p. 142 (CrO3 +H2SO4 +H2O) were added dropwise to a stirred solution of (+)-(1S,2S)-2-ethyl-4,4-dimethyl-1-cyclohexanol (1.09 g, 7.0 mmol) in acetone (70 ml) at 5°. The temperature rose to 7°, and a green suspension was formed. Stirring was continued for 10 min, the reaction mixture was then poured on a mixture of ice/NaCl/pentane, extracted with pentane, washed, dried, concentrated, and the crude product (1.40 g) w... Reactants: O=C(c1ccccc1)n1c(=O)cc[nH]c1=O, OCC=CCOC(c1ccccc1)(c1ccccc1)c1ccccc1, C1CCOC1, CC(C)OC(=O)N=NC(=O)OC(C)C, c1ccc(P(c2ccccc2)c2ccccc2)cc1. Yields the product O=C(c1ccccc1)n1c(=O)ccn(CC=CCOC(c2ccccc2)(c2ccccc2)c2ccccc2)c1=O. RXN SMILES: [C:20]([c:21]1[cH:22][cH:23][cH:24][cH:25][cH:26]1)(=[O:27])[n:28]1[c:29](=[O:35])[nH:30][cH:31][cH:32][c:33]1=[O:34].[C:36]([c:37]1[cH:38][cH:39][cH:40][cH:41][cH:42]1)([c:43]1[cH:44][cH:45][cH:46][cH:47][cH:48]1)([c:49]1[cH:50][cH:51][cH:52][cH:53][cH:54]1)[O:55][CH2:56][CH:57]=[CH:58][CH2:59][OH:60].[CH2:75]1[O:76][CH2:77][CH2:78][CH2:79]1.[O:61]=[C:62]([O:63][CH:64]([CH3:65])[CH3:66])[N:67]=[N:68][C:69]([O:70][CH:71]([CH3:72])[CH3:73])=[O:74].[c:1]1([P:2]([c:3]2[cH:4][cH:5][cH:6][cH:7][cH:8]2)[c:9]2[cH:10][cH:11][cH:12][cH:13][cH:14]2)[cH:15][cH:16][cH:17][cH:18][cH:19]1>>[C:20]([c:21]1[cH:22][cH:23][cH:24][cH:25][cH:26]1)(=[O:27])[n:28]1[c:29](=[O:35])[n:30]([CH2:59][CH:58]=[CH:57][CH2:56][O:55][C:36]([c:37]2[cH:38][cH:39][cH:40][cH:41][cH:42]2)([c:43]2[cH:44][cH:45][cH:46][cH:47][cH:48]2)[c:49]2[cH:50][cH:51][cH:52][cH:53][cH:54]2)[cH:31][cH:32][c:33]1=[O:34]. The reactants are COC(\C=C\C=1OC2=C(C1CCCCC)C=CC(=C2)OC)=O ((E)-3-(6-methoxy-3-pentylbenzofuran-2-yl)-2-propenoic acid methyl ester), [OH-].[Na+] (sodium hydroxide). The solvent is CO (methanol). Yields the product COC1=CC2=C(C(=C(O2)/C=C/C(=O)O)CCCCC)C=C1 ((E)-3-(6-methoxy-3-pentylbenzofuran-2-yl)-2-propenoic acid). The yield is 88.8%. Reaction SMILES: C[O:2][C:3](=[O:22])/[CH:4]=[CH:5]/[C:6]1[O:7][C:8]2[CH:19]=[C:18]([O:20][CH3:21])[CH:17]=[CH:16][C:9]=2[C:10]=1[CH2:11][CH2:12][CH2:13][CH2:14][CH3:15].[OH-].[Na+]>CO>[CH3:21][O:20][C:18]1[CH:17]=[CH:16][C:9]2[C:10]([CH2:11][CH2:12][CH2:13][CH2:14][CH3:15])=[C:6](/[CH:5]=[CH:4]/[C:3]([OH:22])=[O:2])[O:7][C:8]=2[CH:19]=1 |f:1.2|. Procedure details: As in Example 112, (E)-3-(6-methoxy-3-pentylbenzofuran-2-yl)-2-propenoic acid methyl ester (4.25 g) in methanol (25 mL) was treated with 2N sodium hydroxide solution (15 mL) at reflux for 1.25 hours. The crude reaction product was crystallized from ethyl acetate to provide 3.6 g of (E)-3-(6-methoxy-3-pentylbenzofuran-2-yl)-2-propenoic acid, mp 146°-147° C. Anal. Calcd for C17H20O4 : C, 70.81; H, 6.99 Found: C, 70.51; H, 6.89